describe an organic reaction: reactants, conditions, products, and yield From a dataset of the Open Reaction Database (ORD), a public repository of structured organic reaction records. Starting materials: [Si](C)(C)(C(C)(C)C)O[C@@H]1C(O[C@H]([C@@H]1O[Si](C)(C)C(C)(C)C)N1C(NC(C=C1)=O)=O)[C@@H]([C@H](NCCCNC([C@@H](NC(OCC1=CC=CC=C1)=O)CC(C)C)=O)C(=O)OC(C)(C)C)O (tert-butyl (5S,12S)-12-[(R)-[(3R,4R,5R)-3,4-bis{[tert-butyl(dimethyl)silyl]oxy}-5-(2,4-dioxo -3,4-dihydro-1(2H)-pyrimidinyl)tetrahydro-2-furanyl](hydroxy)methyl]-5-isobutyl-3,6-dioxo-1-phenyl-2-oxa-4,7,11-triazatridecan-13-oate). Reagents/catalysts: [Pd] (palladium on carbon). Solvent: CO (methanol). Yields the product N[C@H](C(=O)NCCCN[C@H](C(=O)OC(C)(C)C)[C@@H](O)C1O[C@H]([C@@H]([C@@H]1O[Si](C)(C)C(C)(C)C)O[Si](C)(C)C(C)(C)C)N1C(NC(C=C1)=O)=O)CC(C)C (tert-butyl (2S,3R)-2-[(3-{[(2S)-2-amino-4-methylpentanoyl]amino}propyl)amino]-3-[(3R,4R,5R)-3,4-bis{[tert-butyl(dimethyl)silyl]oxy}-5-(2,4-dioxo-3,4-dihydro-1(2H)-pyrimidinyl)tetrahydro-2-furanyl]-3-hydroxypropanoate). Yield: 65.4%. As a reaction SMILES: [Si:1]([O:8][C@H:9]1[C@@H:13]([O:14][Si:15]([C:18]([CH3:21])([CH3:20])[CH3:19])([CH3:17])[CH3:16])[C@H:12]([N:22]2[CH:27]=[CH:26][C:25](=[O:28])[NH:24][C:23]2=[O:29])[O:11][CH:10]1[C@H:30]([OH:62])[C@@H:31]([C:55]([O:57][C:58]([CH3:61])([CH3:60])[CH3:59])=[O:56])[NH:32][CH2:33][CH2:34][CH2:35][NH:36][C:37](=[O:54])[C@H:38]([CH2:50][CH:51]([CH3:53])[CH3:52])[NH:39]C(=O)OCC1C=CC=CC=1)([C:4]([CH3:7])([CH3:6])[CH3:5])([CH3:3])[CH3:2]>CO.[Pd]>[NH2:39][C@@H:38]([CH2:50][CH:51]([CH3:53])[CH3:52])[C:37]([NH:36][CH2:35][CH2:34][CH2:33][NH:32][C@@H:31]([C@H:30]([CH:10]1[C@@H:9]([O:8][Si:1]([C:4]([CH3:5])([CH3:6])[CH3:7])([CH3:3])[CH3:2])[C@@H:13]([O:14][Si:15]([C:18]([CH3:19])([CH3:20])[CH3:21])([CH3:17])[CH3:16])[C@H:12]([N:22]2[CH:27]=[CH:26][C:25](=[O:28])[NH:24][C:23]2=[O:29])[O:11]1)[OH:62])[C:55]([O:57][C:58]([CH3:59])([CH3:60])[CH3:61])=[O:56])=[O:54]. Procedure: tert-Butyl (5S,12S)-12-[(R)-[(3R,4R,5R)-3,4-bis{[tert-butyl(dimethyl)silyl]oxy}-5-(2,4-dioxo-3,4-dihydro-1(2H)-pyrimidinyl)tetrahydro-2-furanyl](hydroxy)methyl]-5-isobutyl-3,6-dioxo-1-phenyl-2-oxa-4,7,11-triazatridecan-13-oate (9 mg, 0.0099 mmol, obtained from Example 6) was hydrogenated in methanol (2 ml) using 10% palladium on carbon (7 mg) under atmospheric pressure to provide tert-butyl (2S,3R)-2-[(3-{[(2S)-2-amino-4-methylpentanoyl]amino}propyl)amino]-3-[(3R,4R,5R)-3,4-bis{[tert-butyl(dimet...